From a dataset of the Open Reaction Database (ORD), a public repository of structured organic reaction records. describe an organic reaction: reactants, conditions, products, and yield The reactants are COc1cccc(CCNC(=O)c2cccs2)c1, N, O=P(Cl)(Cl)Cl. Product: COc1ccc2c(c1)CCN=C2c1cccs1. RXN SMILES: [CH3:1][O:2][c:3]1[cH:4][c:5]([CH2:9][CH2:10][NH:11][C:12](=[O:13])[c:14]2[s:15][cH:16][cH:17][cH:18]2)[cH:6][cH:7][cH:8]1.[NH3:24].[P:19]([Cl:20])([Cl:21])([Cl:22])=[O:23]>>[CH3:1][O:2][c:3]1[cH:4][c:5]2[c:6]([cH:7][cH:8]1)[C:12]([c:14]1[s:15][cH:16][cH:17][cH:18]1)=[N:11][CH2:10][CH2:9]2.